The task is: describe an organic reaction: reactants, conditions, products, and yield. This data is from the Open Reaction Database (ORD), a public repository of structured organic reaction records. The reactants are FC1=CC=C(C=C1)CC1=CN=C2C(=C(C(N(C2=C1)CCCN1C(CCCCC1)=O)=O)C(=O)OCC)O (ethyl 7-[(4-fluorophenyl)methyl]-4-hydroxy-2-oxo-1-[3-(2-oxohexahydro-1H-azepin-1-yl)propyl]-1,2-dihydro-1,5-naphthyridine-3-carboxylate), COCCCN ([3-(methyloxy)propyl]amine). The product is FC1=CC=C(C=C1)CC1=CN=C2C(=C(C(N(C2=C1)CCCN1C(CCCCC1)=O)=O)C(=O)NCCCOC)O (7-[(4-fluorophenyl)methyl]-4-hydroxy-N-[3-(methyloxy)propyl]-2-oxo-1-[3-(2-oxohexahydro-1H-azepin-1-yl)propyl]-1,2-dihydro-1,5-naphthyridine-3-carboxamide). RXN SMILES: [F:1][C:2]1[CH:7]=[CH:6][C:5]([CH2:8][C:9]2[CH:18]=[C:17]3[C:12]([C:13]([OH:36])=[C:14]([C:31](OCC)=[O:32])[C:15](=[O:30])[N:16]3[CH2:19][CH2:20][CH2:21][N:22]3[CH2:28][CH2:27][CH2:26][CH2:25][CH2:24][C:23]3=[O:29])=[N:11][CH:10]=2)=[CH:4][CH:3]=1.[CH3:37][O:38][CH2:39][CH2:40][CH2:41][NH2:42]>>[F:1][C:2]1[CH:7]=[CH:6][C:5]([CH2:8][C:9]2[CH:18]=[C:17]3[C:12]([C:13]([OH:36])=[C:14]([C:31]([NH:42][CH2:41][CH2:40][CH2:39][O:38][CH3:37])=[O:32])[C:15](=[O:30])[N:16]3[CH2:19][CH2:20][CH2:21][N:22]3[CH2:28][CH2:27][CH2:26][CH2:25][CH2:24][C:23]3=[O:29])=[N:11][CH:10]=2)=[CH:4][CH:3]=1. Reported procedure: This compound was prepared from ethyl 7-[(4-fluorophenyl)methyl]-4-hydroxy-2-oxo-1-[3-(2-oxohexahydro-1H-azepin-1-yl)propyl]-1,2-dihydro-1,5-naphthyridine-3-carboxylate and [3-(methyloxy)propyl]amine using methods similar to Example 563 to provide an orange solid: 1H NMR (300 MHz, DMSO-d6) δ ppm 1.54 (d, J=3.58 Hz, 4 H), 1.64 (d, J=7.16 Hz, 2 H), 1.69-1.75 (m, 2 H), 1.77-1.82 (m, 2 H), 2.38-2.44 (m, 2 H), 3.24-3.26 (m, 3 H), 3.34-3.47 (m, 8 H), 4.15-4.25 (m, 4 H), 7.11-7.18 (m, 2 H), 7.40 (dd, J... The reactants are C(C)OC=1C(=CC=2C=CCC(C2C1)(C)C)/C(=C(\C(=O)OCC)/F)/CC (ethyl (2E)-3-(3-ethoxy-5,5-dimethyl-5,6-dihydro-naphthalen-2-yl)-2-fluoro-pent-2-enoate), [H-].C(C(C)C)[Al+]CC(C)C (diisobutylaluminum hydride). The product is C(C)OC=1C(=CC=2C=CCC(C2C1)(C)C)/C(=C(\CO)/F)/CC ((2E)-3-(3-Ethoxy-5,5-dimethyl-5,6-dihydro-naphthalen-2-yl)-2-fluoro-pent-2-en-1-ol). As a reaction SMILES: [CH2:1]([O:3][C:4]1[C:5](/[C:16](/[CH2:24][CH3:25])=[C:17](/[F:23])\[C:18](OCC)=[O:19])=[CH:6][C:7]2[CH:8]=[CH:9][CH2:10][C:11]([CH3:15])([CH3:14])[C:12]=2[CH:13]=1)[CH3:2].[H-].C([Al+]CC(C)C)C(C)C>>[CH2:1]([O:3][C:4]1[C:5](/[C:16](/[CH2:24][CH3:25])=[C:17](/[F:23])\[CH2:18][OH:19])=[CH:6][C:7]2[CH:8]=[CH:9][CH2:10][C:11]([CH3:14])([CH3:15])[C:12]=2[CH:13]=1)[CH3:2] |f:1.2|. Reported procedure: Following General Procedure G-1, ethyl (2E)-3-(3-ethoxy-5,5-dimethyl-5,6-dihydro-naphthalen-2-yl)-2-fluoro-pent-2-enoate (Compound A-41, 52 mg, 0.15 mmol) and diisobutylaluminum hydride (1M in methylene chloride, 0.36 mL, 0.36 mmol) were reacted to give the title compound as a colorless oil after purification by flash chromatography (silica gel, 10% ethyl acetate in hexanes). Reactants: NC1=NC=C(C=C1)[N+](=O)[O-] (2-amino-5-nitropyridine), [OH-].[Na+] (sodium hydroxide). Run at temperature 102 celsius. Product: OC1=NC=C(C=C1)[N+](=O)[O-] (2-hydroxy-5-nitropyridine). Isolated yield 60.0%. RXN SMILES: N[C:2]1[CH:7]=[CH:6][C:5]([N+:8]([O-:10])=[O:9])=[CH:4][N:3]=1.[OH-:11].[Na+]>>[OH:11][C:2]1[CH:7]=[CH:6][C:5]([N+:8]([O-:10])=[O:9])=[CH:4][N:3]=1 |f:1.2|. Procedure: A mixture containing 500 g (3.6 mol) of 2-amino-5-nitropyridine in 2000 ml of 10% sodium hydroxide was refluxed at about 102° C. for 10 hours, cooled and filtered. The filter cake was dissolved in water and neutralized with hydrochloric acid. The product was filtered and dried to give 301.7 g (60%) of product as a white powdery solid, m.p. 188°-190° C. Starting materials: C(C)(=O)N1C(C(C2=CC=C(C=C12)C(=O)OC)=C(C1=CC=CC=C1)OCC)=O (1-acetyl-3-(1-ethoxy-1-phenylmethylene)-6-methoxycarbonyl-2-indolinone), CN(CCN(S(=O)(=O)C)C1=CC=C(C=C1[N+](=O)[O-])N)C (6-(N-(2-dimethylamino-ethyl)-N-methylsulphonyl-amino)-3-amino-nitrobenzene). The product is CN(CCN(S(=O)(=O)C)C1=C(C=C(N\C(\C2=CC=CC=C2)=C\2/C(NC3=CC(=CC=C23)C(=O)OC)=O)C=C1)[N+](=O)[O-])C (3-Z-[1-(4-(N-(2-dimethylamino-ethyl)-N-methylsulphonyl-amino)-3-nitro-anilino)-1-phenyl-methylene]-6-methoxycarbonyl-2-indolinone). RXN SMILES: C([N:4]1[C:12]2[C:7](=[CH:8][CH:9]=[C:10]([C:13]([O:15][CH3:16])=[O:14])[CH:11]=2)[C:6](=[C:17](OCC)[C:18]2[CH:23]=[CH:22][CH:21]=[CH:20][CH:19]=2)[C:5]1=[O:27])(=O)C.[CH3:28][N:29]([CH3:47])[CH2:30][CH2:31][N:32]([C:37]1[C:42]([N+:43]([O-:45])=[O:44])=[CH:41][C:40]([NH2:46])=[CH:39][CH:38]=1)[S:33]([CH3:36])(=[O:35])=[O:34]>>[CH3:28][N:29]([CH3:47])[CH2:30][CH2:31][N:32]([C:37]1[CH:38]=[CH:39][C:40]([NH:46]/[C:17](=[C:6]2\[C:5](=[O:27])[NH:4][C:12]3[C:7]\2=[CH:8][CH:9]=[C:10]([C:13]([O:15][CH3:16])=[O:14])[CH:11]=3)/[C:18]2[CH:23]=[CH:22][CH:21]=[CH:20][CH:19]=2)=[CH:41][C:42]=1[N+:43]([O-:45])=[O:44])[S:33]([CH3:36])(=[O:34])=[O:35]. Reported procedure: Prepared from 1-acetyl-3-(1-ethoxy-1-phenylmethylene)-6-methoxycarbonyl-2-indolinone and 6-(N-(2-dimethylamino-ethyl)-N-methylsulphonyl-amino)-3-amino-nitrobenzene Rf value: 0.6 (silica gel, methylene chloride/methanol=5:1) C28H29N5O7S. The reactants are C(C)(C)(C)OC(NC1=C(C=C(C=C1)C(F)(F)F)NC(CC(C1=CC(=CC=C1)C1=CC(=NC=C1)N1CCCC1)=O)=O)=O ((2-{3-oxo-3-[3-(2-pyrrolidin-1-yl-pyridin-4-yl)-phenyl]-propionylamino}-4-trifluoromethyl-phenyl)-carbamic acid tert-butyl ester), C(=O)(C(F)(F)F)O (TFA). Run in C(Cl)Cl (CH2Cl2). Yields the product N1(CCCC1)C1=NC=CC(=C1)C=1C=C(C=CC1)C1=NC2=C(NC(C1)=O)C=C(C=C2)C(F)(F)F (4-[3-(2-Pyrrolidin-1-yl-pyridin-4-yl)-phenyl]-8-trifluoromethyl-1,3-dihydro-benzo[b][1,4]diazepin-2-one), solid. The yield is 82.0%. Reaction SMILES: C(OC(=O)[NH:7][C:8]1[CH:13]=[CH:12][C:11]([C:14]([F:17])([F:16])[F:15])=[CH:10][C:9]=1[NH:18][C:19](=[O:40])[CH2:20][C:21](=O)[C:22]1[CH:27]=[CH:26][CH:25]=[C:24]([C:28]2[CH:33]=[CH:32][N:31]=[C:30]([N:34]3[CH2:38][CH2:37][CH2:36][CH2:35]3)[CH:29]=2)[CH:23]=1)(C)(C)C.C(O)(C(F)(F)F)=O>C(Cl)Cl>[N:34]1([C:30]2[CH:29]=[C:28]([C:24]3[CH:23]=[C:22]([C:21]4[CH2:20][C:19](=[O:40])[NH:18][C:9]5[CH:10]=[C:11]([C:14]([F:17])([F:15])[F:16])[CH:12]=[CH:13][C:8]=5[N:7]=4)[CH:27]=[CH:26][CH:25]=3)[CH:33]=[CH:32][N:31]=2)[CH2:35][CH2:36][CH2:37][CH2:38]1. Procedure: The title compound was prepared from (2-{3-oxo-3-[3-(2-pyrrolidin-1-yl-pyridin-4-yl)-phenyl]-propionylamino}-4-trifluoromethyl-phenyl)-carbamic acid tert-butyl ester (Example M290) (294 mg, 0.52 mmol) by treatment with TFA in CH2Cl2 according to the general procedure N. Obtained as a yellow solid (191 mg, 82%). Reactants: COc1cc(C(=O)O)c([N+](=O)[O-])cc1OCCCN1CCCC1, Cl, CN(C)C=O, O=S(Cl)Cl. Yields the product COc1cc(C(N)=O)c([N+](=O)[O-])cc1OCCCN1CCCC1. Reaction SMILES: [CH3:2][O:3][c:4]1[c:5]([O:16][CH2:17][CH2:18][CH2:19][N:20]2[CH2:21][CH2:22][CH2:23][CH2:24]2)[cH:6][c:7]([N+:13](=[O:14])[O-:15])[c:8]([C:9](=[O:10])[OH:11])[cH:12]1.[ClH:1].[O:25]=[CH:26][N:27]([CH3:28])[CH3:29].[S:30]([Cl:31])([Cl:32])=[O:33]>>[CH3:2][O:3][c:4]1[c:5]([O:16][CH2:17][CH2:18][CH2:19][N:20]2[CH2:21][CH2:22][CH2:23][CH2:24]2)[cH:6][c:7]([N+:13](=[O:14])[O-:15])[c:8]([C:9](=[O:10])[NH2:27])[cH:12]1. Reactants: CO, NN, O, O, Cc1ccc(S(=O)(=O)N2Cc3ccc(CN4C(=O)c5ccccc5C4=O)cc3C2)cc1. Product: Cc1ccc(S(=O)(=O)N2Cc3ccc(CN)cc3C2)cc1. Reaction SMILES: [CH3:36][OH:37].[NH2:33][NH2:34].[OH2:32].[OH2:35].[c:1]1([CH3:31])[cH:2][cH:3][c:4]([S:7](=[O:8])(=[O:9])[N:10]2[CH2:11][c:12]3[cH:13][cH:14][c:15]([CH2:19][N:20]4[C:21](=[O:22])[c:23]5[cH:24][cH:25][cH:26][cH:27][c:28]5[C:29]4=[O:30])[cH:16][c:17]3[CH2:18]2)[cH:5][cH:6]1>>[c:1]1([CH3:31])[cH:2][cH:3][c:4]([S:7](=[O:8])(=[O:9])[N:10]2[CH2:11][c:12]3[cH:13][cH:14][c:15]([CH2:19][NH2:20])[cH:16][c:17]3[CH2:18]2)[cH:5][cH:6]1. The reactants are CC1([C@@H]([C@H]1C=C(C)C)C(=O)OCC1=C(C(=C(C(=C1F)F)C)F)F)C ((2,3,5,6-tetrafluoro-4-methylphenyl)methyl (1R)-trans-2,2-dimethyl-3-(2-methyl-1-propenyl)cyclopropanecarboxylate), CO (methanol), O=O (Oxygen), O=[O+][O-] (ozone). Solvent: O (water), C(C)(=O)OCC (ethyl acetate). Reaction conditions: temperature -78 celsius, time 1 day. The product is C(=O)[C@H]1C([C@@H]1C(=O)OCC1=C(C(=C(C(=C1F)F)C)F)F)(C)C ((2,3,5,6-tetrafluoro-4-methylphenyl)methyl (1R)-trans-3-formyl-2,2-dimethyl-cyclopropanecarboxylate). The yield is 82.0%. RXN SMILES: [CH3:1][C:2]1([CH3:24])[C@H:4]([CH:5]=C(C)C)[C@H:3]1[C:9]([O:11][CH2:12][C:13]1[C:18]([F:19])=[C:17]([F:20])[C:16]([CH3:21])=[C:15]([F:22])[C:14]=1[F:23])=[O:10].CO.O=O.[O:29]=[O+][O-]>O.C(OCC)(=O)C>[CH:5]([C@@H:4]1[C@@H:3]([C:9]([O:11][CH2:12][C:13]2[C:18]([F:19])=[C:17]([F:20])[C:16]([CH3:21])=[C:15]([F:22])[C:14]=2[F:23])=[O:10])[C:2]1([CH3:24])[CH3:1])=[O:29]. Procedure: A mixture of 1.27 g of (2,3,5,6-tetrafluoro-4-methylphenyl)methyl (1R)-trans-2,2-dimethyl-3-(2-methyl-1-propenyl)cyclopropanecarboxylate, 20 ml of methanol and 20 ml of ethyl acetate was cooled to -78° C. Oxygen-containing ozone was bubbled into the mixture while stirring until the reaction mixture was colored blue. Then, nitrogen gas was bubbled into the blue reaction mixture to remove the excess ozone. Thereafter, 5 ml of dimethyl sulfide was added thereto. The resulting mixture was heated to ... Starting materials: C(C)[SiH](CC)CC (triethylsilane), ClC=1C=C2C(NC(C2=CC1)=O)(O)CC (5-chloro-3-ethyl-3-hydroxy-2,3-dihydro-isoindol-1-one), ClC1=CC=C2C(NC(C2=C1)=O)(O)CC (6-chloro-3-ethyl-3-hydroxy-2,3-dihydro-isoindol-1-one). Solvent: C(=O)(C(F)(F)F)O (TFA). Reaction conditions: time 2 hour. Yields the product ClC=1C=C2C(NC(C2=CC1)=O)CC (5-chloro-3-ethyl-2,3-dihydro-isoindol-1-one), solid. Isolated yield 20.0%. RXN SMILES: C([SiH](CC)CC)C.[Cl:8][C:9]1[CH:10]=[C:11]2[C:15](=[CH:16][CH:17]=1)[C:14](=[O:18])[NH:13][C:12]2([CH2:20][CH3:21])O.ClC1C=C2C(C(CC)(O)NC2=O)=CC=1>C(O)(C(F)(F)F)=O>[Cl:8][C:9]1[CH:10]=[C:11]2[C:15](=[CH:16][CH:17]=1)[C:14](=[O:18])[NH:13][CH:12]2[CH2:20][CH3:21]. Reported procedure: Under N2 protection, triethylsilane (19.3 g, 166 mmol) and TFA (20 mL) were added successively to a mixture of 5-chloro-3-ethyl-3-hydroxy-2,3-dihydro-isoindol-1-one and 6-chloro-3-ethyl-3-hydroxy-2,3-dihydro-isoindol-1-one (3.52 g, 16.6 mmol). After stirring at room temperature for 2 hours, the reaction mixture was concentrated under reduced pressure. The residue was treated with a satd. aq. solution of NaHCO3 (30 mL) and extracted with DCM (2×30 mL). The combined organic layers were washed with...